Dataset: the Open Reaction Database (ORD), a public repository of structured organic reaction records. Task: describe an organic reaction: reactants, conditions, products, and yield Reactants: COC(=O)N[C@@H](C(C1=CC=CC=C1)C1=CC=CC=C1)C(=O)NCCC(C[C@H](N(C(=O)OC(C)(C)C)C(=O)OC(C)(C)C)C(=O)OCC)(F)F (ethyl N6-[N-(methoxycarbonyl)-β-phenyl-L-phenylalanyl]-N2,N2-bis(tert-butoxycarbonyl)-4,4-difluoro-L-lysinate), C1(=CC=CC=C1)OC (anisole), C(=O)(C(F)(F)F)O (TFA), C(=O)(O)[O-].[Na+] (NaHCO3). Run in ClCCl (dichloromethane). Run at time 2 hour. Product: COC(=O)N[C@@H](C(C1=CC=CC=C1)C1=CC=CC=C1)C(=O)NCCC(C[C@H](N)C(=O)OCC)(F)F (ethyl N6-[N-(methoxycarbonyl)-β-phenyl-L-phenylalanyl]-4,4-difluoro-L-lysinate). Yield: 102.0%. Reaction SMILES: [CH3:1][O:2][C:3]([NH:5][C@H:6]([C:20]([NH:22][CH2:23][CH2:24][C:25]([F:49])([F:48])[CH2:26][C@@H:27]([C:43]([O:45][CH2:46][CH3:47])=[O:44])[N:28](C(OC(C)(C)C)=O)C(OC(C)(C)C)=O)=[O:21])[CH:7]([C:14]1[CH:19]=[CH:18][CH:17]=[CH:16][CH:15]=1)[C:8]1[CH:13]=[CH:12][CH:11]=[CH:10][CH:9]=1)=[O:4].C1(OC)C=CC=CC=1.C(O)(C(F)(F)F)=O.C([O-])(O)=O.[Na+]>ClCCl>[CH3:1][O:2][C:3]([NH:5][C@H:6]([C:20]([NH:22][CH2:23][CH2:24][C:25]([F:48])([F:49])[CH2:26][C@@H:27]([C:43]([O:45][CH2:46][CH3:47])=[O:44])[NH2:28])=[O:21])[CH:7]([C:14]1[CH:19]=[CH:18][CH:17]=[CH:16][CH:15]=1)[C:8]1[CH:9]=[CH:10][CH:11]=[CH:12][CH:13]=1)=[O:4] |f:3.4|. Procedure: To a stirred solution of the material from Step 7 (290 mg, 0.419 mmol) in dichloromethane (1.8 mL) at 0° C. were added anisole (0.137 mL, 1.258 mmol) and TFA (0.388 mL, 5.03 mmol). The reaction mixture was stirred at room temperature for 2 hours, poured into saturated aqueous NaHCO3, and extracted with dichloromethane (2×). The combined organic layers were dried over MgSO4, filtered and concentrated in vacuo to afford 210 mg of the title compound as a colorless foam. LCMS (M+1)=492. Starting materials: Cl (HCl), BrC=1C=C2C=CC(=NC2=CC1)C(=C)OCC (6-bromo-2-(1-ethoxyvinyl)quinoline). Solvent: CC(=O)C (acetone). Reaction conditions: time 5 hour. The product is BrC=1C=C2C=CC(=NC2=CC1)C(C)=O (1-(6-bromoquinolin-2-yl)ethanone). Isolated yield 101.4%. Reaction SMILES: Cl.[Br:2][C:3]1[CH:4]=[C:5]2[C:10](=[CH:11][CH:12]=1)[N:9]=[C:8]([C:13]([O:15]CC)=[CH2:14])[CH:7]=[CH:6]2>CC(C)=O>[Br:2][C:3]1[CH:4]=[C:5]2[C:10](=[CH:11][CH:12]=1)[N:9]=[C:8]([C:13](=[O:15])[CH3:14])[CH:7]=[CH:6]2. Reported procedure: 3M HCl (aq.) (10 mL, 30.0 mmol) was added to a suspension of 6-bromo-2-(1-ethoxyvinyl)quinoline (780 mg, 2.80 mmol) in acetone (20 mL) and the reaction mixture was stirred at rt for 5 h. The reaction mixture was concentrated, dissolved into THF (20 mL) and treated with 3N HCl (aq.) (5 mL) was clear reaction solution was stirred at 60° C. for 5 h. The reaction was, cooled, neutralized with aq. NaOH and NaHCO3 and extracted with EtOAc. The organic layer was dried, and concentrated to yield crude 1... Reaction SMILES: [NH2:1][C:2]1[CH:7]=[CH:6][C:5]([N:8]2[CH2:13][CH2:12][N:11]([C:14]([O:16][C:17]([CH3:20])([CH3:19])[CH3:18])=[O:15])[CH2:10][CH2:9]2)=[CH:4][CH:3]=1.Cl[C:22]1[N:27]=[C:26]([C:28]#[C:29][C:30]2[CH:35]=[CH:34][CH:33]=[CH:32][C:31]=2[CH2:36][C:37]([O-:39])=[O:38])[C:25]([CH3:40])=[CH:24][N:23]=1.[CH3:41]C1(C)C2C(=C(P(C3C=CC=CC=3)C3C=CC=CC=3)C=CC=2)OC2C(P(C3C=CC=CC=3)C3C=CC=CC=3)=CC=CC1=2.C([O-])([O-])=O.[Na+].[Na+]>COCCOC.C1C=CC(/C=C/C(/C=C/C2C=CC=CC=2)=O)=CC=1.C1C=CC(/C=C/C(/C=C/C2C=CC=CC=2)=O)=CC=1.C1C=CC(/C=C/C(/C=C/C2C=CC=CC=2)=O)=CC=1.[Pd].[Pd]>[CH3:41][O:39][C:37](=[O:38])[CH2:36][C:31]1[CH:32]=[CH:33][CH:34]=[CH:35][C:30]=1[C:29]#[C:28][C:26]1[C:25]([CH3:40])=[CH:24][N:23]=[C:22]([NH:1][C:2]2[CH:7]=[CH:6][C:5]([N:8]3[CH2:13][CH2:12][N:11]([C:14]([O:16][C:17]([CH3:20])([CH3:19])[CH3:18])=[O:15])[CH2:10][CH2:9]3)=[CH:4][CH:3]=2)[N:27]=1 |f:3.4.5,7.8.9.10.11|. Isolated yield 81.2%. Reagents/catalysts: C=1C=CC(=CC1)/C=C/C(=O)/C=C/C2=CC=CC=C2.C=1C=CC(=CC1)/C=C/C(=O)/C=C/C2=CC=CC=C2.C=1C=CC(=CC1)/C=C/C(=O)/C=C/C2=CC=CC=C2.[Pd].[Pd] (Pd2(dba)3), C=1C=CC(=CC1)/C=C/C(=O)/C=C/C2=CC=CC=C2.C=1C=CC(=CC1)/C=C/C(=O)/C=C/C2=CC=CC=C2.C=1C=CC(=CC1)/C=C/C(=O)/C=C/C2=CC=CC=C2.[Pd].[Pd] (Pd2(dba)3). Reaction conditions: temperature 110 celsius. The product is COC(CC1=C(C=CC=C1)C#CC1=NC(=NC=C1C)NC1=CC=C(C=C1)N1CCN(CC1)C(=O)OC(C)(C)C)=O (tert-Butyl 4-(4-((4-((2-(2-methoxy-2-oxoethyl)phenyl)ethynyl)-5-methylpyrimidin-2-yl)amino)phenyl)piperazine-1-carboxylate). The solvent is COCCOC (DME). Reactants: CC1(C2=C(C(=CC=C2)P(C3=CC=CC=C3)C4=CC=CC=C4)OC5=C(C=CC=C51)P(C6=CC=CC=C6)C7=CC=CC=C7)C (Xantphos), NC1=CC=C(C=C1)N1CCN(CC1)C(=O)OC(C)(C)C (tert-butyl 4-(4-aminophenyl)piperazine-1-carboxylate), ClC1=NC=C(C(=N1)C#CC1=C(C=CC=C1)CC(=O)[O-])C (2-((2-chloro-5-methylpyrimidin-4-ylethynyl)phenyl)acetate), CC1(C2=C(C(=CC=C2)P(C3=CC=CC=C3)C4=CC=CC=C4)OC5=C(C=CC=C51)P(C6=CC=CC=C6)C7=CC=CC=C7)C (Xantphos), C(=O)([O-])[O-].[Na+].[Na+] (Na2CO3). Procedure details: A mixture of tert-butyl 4-(4-aminophenyl)piperazine-1-carboxylate (K3) (0.845 g, 3.06 mmol), methyl 2-(2-((2-chloro-5-methylpyrimidin-4-ylethynyl)phenyl)acetate (K7) (0.460 g, 1.53 mmol), Pd2(dba)3 (0.070 g, 0.076 mmol), Xantphos (0.089 g, 0.15 mmol), and Na2CO3 (0.648 g, 6.12 mmol) in DME (16 mL) was degassed with nitrogen before heating under microwave irradiation for 30 minutes at 110° C., then a further 60 minutes at 110° C. An additional 0.1 equivalent of Pd2(dba)3 and 0.1 equivalent of Xan... The reactants are [Br-], CC(C)=O, Cl, [Li+], Cc1ccc(S(=O)(=O)OCCCCCCCCCCCCOCC(=O)OC(C)(C)C)cc1. Yields the product CC(C)(C)OC(=O)COCCCCCCCCCCCCBr. As a reaction SMILES: [Br-:34].[CH3:36][C:37](=[O:38])[CH3:39].[ClH:35].[Li+:33].[S:1]([O:2][CH2:12][CH2:13][CH2:14][CH2:15][CH2:16][CH2:17][CH2:18][CH2:19][CH2:20][CH2:21][CH2:22][CH2:23][O:24][CH2:25][C:26](=[O:27])[O:28][C:29]([CH3:30])([CH3:31])[CH3:32])([c:3]1[cH:4][cH:5][c:6]([CH3:7])[cH:8][cH:9]1)(=[O:10])=[O:11]>>[CH2:12]([CH2:13][CH2:14][CH2:15][CH2:16][CH2:17][CH2:18][CH2:19][CH2:20][CH2:21][CH2:22][CH2:23][O:24][CH2:25][C:26](=[O:27])[O:28][C:29]([CH3:30])([CH3:31])[CH3:32])[Br:34]. Reactants: CCOC(=O)c1cnn(-c2ccc(OCC(C)C)c(C#N)c2)c1, CC(=O)O, CCO, [Na+], [OH-], O. Product: CC(C)COc1ccc(-n2cc(C(=O)O)cn2)cc1C#N. Reaction SMILES: [C:1](#[N:2])[c:3]1[cH:4][c:5](-[n:14]2[n:15][cH:16][c:17]([C:19](=[O:20])[O:21][CH2:22][CH3:23])[cH:18]2)[cH:6][cH:7][c:8]1[O:9][CH2:10][CH:11]([CH3:12])[CH3:13].[CH3:27][C:28](=[O:29])[OH:30].[CH3:31][CH2:32][OH:33].[Na+:25].[OH-:24].[OH2:26]>>[C:1](#[N:2])[c:3]1[cH:4][c:5](-[n:14]2[n:15][cH:16][c:17]([C:19](=[O:20])[OH:21])[cH:18]2)[cH:6][cH:7][c:8]1[O:9][CH2:10][CH:11]([CH3:12])[CH3:13].